Task: describe an organic reaction: reactants, conditions, products, and yield. Dataset: the Open Reaction Database (ORD), a public repository of structured organic reaction records Starting materials: ClC(=O)OC1=C(C=CC=C1)OC (2-methoxyphenol chloroformate), C(CCCCO)O (1,5-pentanediol). The product is COC1=C(OC(=O)OCCCCCO)C=CC=C1 (1-(2-Methoxyphenoxycarbonyloxy)-5-pentanol). Reaction SMILES: Cl[C:2]([O:4][C:5]1[CH:10]=[CH:9][CH:8]=[CH:7][C:6]=1[O:11][CH3:12])=[O:3].[CH2:13]([OH:19])[CH2:14][CH2:15][CH2:16][CH2:17][OH:18]>>[CH3:12][O:11][C:6]1[CH:7]=[CH:8][CH:9]=[CH:10][C:5]=1[O:4][C:2]([O:18][CH2:17][CH2:16][CH2:15][CH2:14][CH2:13][OH:19])=[O:3]. Reported procedure: The reaction of 2-methoxyphenol chloroformate with 1,5-pentanediol is conducted on a 0.01 mole scale using the same conditions as described in Example IV. A 1.4 g yield of the pure product is obtained as an oil.